From a dataset of the Open Reaction Database (ORD), a public repository of structured organic reaction records. describe an organic reaction: reactants, conditions, products, and yield The reactants are CC1=C(C=NC=C1)N1C(NCC1)=O (1-(4-methyl-pyridin-3-yl)-imidazolidin-2-one), BrC=1SC2=C(N1)C=CC=C2 (2-bromo-benzothiazole), N[C@H]1[C@@H](CCCC1)N (trans-1,2-diamino cyclohexane), C([O-])([O-])=O.[K+].[K+] (potassium carbonate). The reagents and catalysts are [Cu](I)I (copper iodide). Run in O1CCOCC1 (1,4-dioxane). The product is S1C(=NC2=C1C=CC=C2)N2C(N(CC2)C=2C=NC=CC2C)=O (1-Benzothiazol-2-yl-3-(4-methyl-pyridin-3-yl)-imidazolidin-2-one). The yield is 36.4%. RXN SMILES: [CH3:1][C:2]1[CH:7]=[CH:6][N:5]=[CH:4][C:3]=1[N:8]1[CH2:12][CH2:11][NH:10][C:9]1=[O:13].Br[C:15]1[S:16][C:17]2[CH:23]=[CH:22][CH:21]=[CH:20][C:18]=2[N:19]=1.N[C@@H]1CCCC[C@H]1N.C(=O)([O-])[O-].[K+].[K+]>[Cu](I)I.O1CCOCC1>[S:16]1[C:17]2[CH:23]=[CH:22][CH:21]=[CH:20][C:18]=2[N:19]=[C:15]1[N:10]1[CH2:11][CH2:12][N:8]([C:3]2[CH:4]=[N:5][CH:6]=[CH:7][C:2]=2[CH3:1])[C:9]1=[O:13] |f:3.4.5|. Procedure: Using the same reaction conditions as in Example 14, 1-(4-methyl-pyridin-3-yl)-imidazolidin-2-one (I-14b: 150 mg, 0.84 mmol) was reacted with 2-bromo-benzothiazole (179 mg, 0.847 mmol), 1,4-dioxane (10 mL), copper iodide (16 mg, 0.084 mmol), trans-1,2-diamino cyclohexane (28.8 mg, 0.25 mmol) and potassium carbonate (231 mg, 1.68 mmol) to afford the crude product. Purification by column chromatography on silica gel (1.5% MeOH in CHCl3) afforded 95 mg of the product (36.5% yield). Starting materials: O=C([O-])[O-], Cc1c(CC(=O)O)ccc2c1Cc1cc(O)ccc1-2, CI, CC(C)=O, [K+], [K+]. Yields the product COc1ccc2c(c1)Cc1c-2ccc(CC(=O)O)c1C. RXN SMILES: [C:20](=[O:21])([O-:22])[O-:23].[CH3:1][c:2]1[c:3]([CH2:16][C:17](=[O:18])[OH:19])[cH:4][cH:5][c:6]2[c:14]1[CH2:13][c:12]1[c:7]-2[cH:8][cH:9][c:10]([OH:15])[cH:11]1.[CH3:26][I:27].[CH3:28][C:29](=[O:30])[CH3:31].[K+:24].[K+:25]>>[CH3:1][c:2]1[c:3]([CH2:16][C:17](=[O:18])[OH:19])[cH:4][cH:5][c:6]2[c:14]1[CH2:13][c:12]1[c:7]-2[cH:8][cH:9][c:10]([O:15][CH3:20])[cH:11]1.